This data is from the Open Reaction Database (ORD), a public repository of structured organic reaction records. The task is: describe an organic reaction: reactants, conditions, products, and yield The reactants are CN(CCCCN)CCSC(C1=CC=CC=C1)C1=CC=C(C=C1)C (N-methyl-N-[2-[[(4-methylphenyl)phenyl-methyl]thio]ethyl]-1,4-butanediamine), C(#N)NC(OC1=CC=CC=C1)=NCCSCC=1N=C(SC1)NC(=N)N (N-cyano-N'-[2-[[(2-guanidino-4-thiazolyl)methyl]thio]ethyl]-O-phenyl-isourea). Product: C(#N)NC(=NCCCCN(C)CCSC(C1=CC=CC=C1)C1=CC=C(C=C1)C)NCCSCC=1N=C(SC1)NC(=N)N (N-cyano-N'-[2-[[(2-guanidino-4-thiazolyl)methyl]thio]ethyl]-N"-[4-[N-[2-[[(4-methylphenyl)phenyl-methyl]thio]ethyl]N-methylamino]butyl]guanidine). RXN SMILES: [CH3:1][N:2]([CH2:8][CH2:9][S:10][CH:11]([C:18]1[CH:23]=[CH:22][C:21]([CH3:24])=[CH:20][CH:19]=1)[C:12]1[CH:17]=[CH:16][CH:15]=[CH:14][CH:13]=1)[CH2:3][CH2:4][CH2:5][CH2:6][NH2:7].[C:25]([NH:27][C:28](=[N:36][CH2:37][CH2:38][S:39][CH2:40][C:41]1[N:42]=[C:43]([NH:46][C:47]([NH2:49])=[NH:48])[S:44][CH:45]=1)OC1C=CC=CC=1)#[N:26]>>[C:25]([NH:27][C:28]([NH:36][CH2:37][CH2:38][S:39][CH2:40][C:41]1[N:42]=[C:43]([NH:46][C:47]([NH2:49])=[NH:48])[S:44][CH:45]=1)=[N:7][CH2:6][CH2:5][CH2:4][CH2:3][N:2]([CH2:8][CH2:9][S:10][CH:11]([C:18]1[CH:23]=[CH:22][C:21]([CH3:24])=[CH:20][CH:19]=1)[C:12]1[CH:17]=[CH:16][CH:15]=[CH:14][CH:13]=1)[CH3:1])#[N:26]. Procedure details: Preparation is effected analogously to Example 1, using 0.87 g (2.5 mmol) of N-methyl-N-[2-[[(4-methylphenyl)phenyl-methyl]thio]ethyl]-1,4-butanediamine and 0.95 g (2.5 mmol) of N-cyano-N'-[2-[[(2-guanidino-4-thiazolyl)methyl]thio]ethyl]-O-phenyl-isourea as starting materials. Working up by chromatography analogously to Example 1 yields the purified title compound in the form of a viscous oil; MS (+FAB method): m/z (rel. int.[%])=624 ([M+H]+,6), 181 (100); IR (KBr): 2161 cm-1 (C≡N). For analytic... Reactants: N1CCC(CC1)C1=NC=C2C(N1)=CC(=N2)C2=NC=CC=C2 (4-piperidyl-6-(2-pyridyl)pyrrolo[3,2-d]pyrimidine), CCOC(=O)C (EtOAc), Cl (HCl). The solvent is CO (MeOH). Product: O.Cl.N1CCC(CC1)C1=NC=C2C(N1)=CC(=N2)C2=NC=CC=C2 (4-Piperidyl-6-(2-pyridyl)pyrrolo[3,2-d]pyrimidine Hydrochloride Hydrate). Yield: 79.0%. RXN SMILES: [NH:1]1[CH2:6][CH2:5][CH:4]([C:7]2[NH:12][C:11]3=[CH:13][C:14]([C:16]4[CH:21]=[CH:20][CH:19]=[CH:18][N:17]=4)=[N:15][C:10]3=[CH:9][N:8]=2)[CH2:3][CH2:2]1.CC[O:24]C(C)=O.[ClH:28]>CO>[OH2:24].[ClH:28].[NH:1]1[CH2:6][CH2:5][CH:4]([C:7]2[NH:12][C:11]3=[CH:13][C:14]([C:16]4[CH:21]=[CH:20][CH:19]=[CH:18][N:17]=4)=[N:15][C:10]3=[CH:9][N:8]=2)[CH2:3][CH2:2]1 |f:4.5.6|. Procedure details: Using the method described in Example 30 by employing 2-(1-pyrrolidinylvinyl)-2-pyridine (freshly prepared before use) (2.30 g, 13.2 mmol), 4,6-dichloro-5-nitropyrimidine (Aldrich Chemical Company) (2.55 g, 13.2 mmol), N,N-diisopropylethyl amine (Aldrich Chemical Company) (2.3 mL, 13.2 mmol), piperidine (2.1 mL, 21.1 mmol), NEt3 (Aldrich Chemical Company) (2.0 mL) and SnCl2 (Aldrich Chemical Company) (40 mL of a 2M solution in DMF). The residue was purified by flash chromatography on silica gel ... The reactants are Cl, C1CCOC1, O, CC(C=CC1=C(C)CCCC1(C)C)=CC(O)CC(C)=CC=O, c1ccncc1. Yields the product CC(C=CC=C(C)C=CC1=C(C)CCCC1(C)C)=CC=O. Reaction SMILES: [ClH:23].[O:31]1[CH2:32][CH2:33][CH2:34][CH2:35]1.[OH2:30].[OH:1][CH:2]([CH2:3][C:4](=[CH:5][CH:6]=[O:7])[CH3:8])[CH:9]=[C:10]([CH:11]=[CH:12][C:13]1=[C:14]([CH3:21])[CH2:15][CH2:16][CH2:17][C:18]1([CH3:19])[CH3:20])[CH3:22].[n:24]1[cH:25][cH:26][cH:27][cH:28][cH:29]1>>[CH:2](=[CH:3][C:4](=[CH:5][CH:6]=[O:7])[CH3:8])[CH:9]=[C:10]([CH:11]=[CH:12][C:13]1=[C:14]([CH3:21])[CH2:15][CH2:16][CH2:17][C:18]1([CH3:19])[CH3:20])[CH3:22]. Starting materials: C(#N)C1=CC2=C(C(NC3=C(S2)C=CC=C3)=O)C=C1 (3-cyano-10,11-dihydro-11-oxodibenzo[b,f][1,4]thiazepine), CN(C=O)C (dimethylformamide), [N-]=[N+]=[N-].[Na+] (sodium azide), [Cl-].[NH4+] (ammonium chloride). Run in O (water), C([O-])([O-])=O.[Na+].[Na+] (sodium carbonate). Yields the product N1N=NN=C1C1=CC2=C(C(NC3=C(S2)C=CC=C3)=O)C=C1 (3-(1H-Tetrazol-5-yl)-10,11-dihydro-11-oxodibenzo[b,f][1,4] thiazepine). RXN SMILES: [C:1]([C:3]1[CH:18]=[CH:17][C:6]2[C:7](=[O:16])[NH:8][C:9]3[CH:15]=[CH:14][CH:13]=[CH:12][C:10]=3[S:11][C:5]=2[CH:4]=1)#[N:2].[N-:19]=[N+:20]=[N-:21].[Na+].[Cl-].[NH4+].CN(C)C=O>O.C(=O)([O-])[O-].[Na+].[Na+]>[NH:19]1[C:1]([C:3]2[CH:18]=[CH:17][C:6]3[C:7](=[O:16])[NH:8][C:9]4[CH:15]=[CH:14][CH:13]=[CH:12][C:10]=4[S:11][C:5]=3[CH:4]=2)=[N:2][N:21]=[N:20]1 |f:1.2,3.4,7.8.9|. Procedure details: Heat a mixture of 800 mg. of 3-cyano-10,11-dihydro-11-oxodibenzo[b,f][1,4]thiazepine, 293 mg. of sodium azide and 265 mg. of ammonium chloride in 25 ml. of dimethylformamide at 130°-135° C. for 6 hours. Dilute the mixture with water and excess sodium carbonate. Extract with ethyl acetate. Acidify the aqueous phase and separate the precipitate by filtration to obtain the title product. The reactants are Cc1ccccc1, O=C(Cl)Cl, Nc1cc(F)c(F)cc1C(=O)O, [NH4+], C1CCOC1, [OH-]. The product is NC(=O)c1cc(F)c(F)cc1N. As a reaction SMILES: [CH3:24][c:25]1[cH:26][cH:27][cH:28][cH:29][cH:30]1.[Cl:18][C:19](=[O:20])[Cl:21].[NH2:1][c:2]1[c:3]([C:4](=[O:5])[OH:6])[cH:7][c:8]([F:12])[c:9]([F:11])[cH:10]1.[NH4+:22].[O:13]1[CH2:14][CH2:15][CH2:16][CH2:17]1.[OH-:23]>>[NH2:1][c:2]1[c:3]([C:4](=[O:5])[NH2:22])[cH:7][c:8]([F:12])[c:9]([F:11])[cH:10]1. The reactants are CCN=C=NCCCN(C)C, ClCCl, Cl, Fc1ccc(C(c2ccc(F)cc2)N2CCNCC2)cc1, O=C(O)CN1CCCC(c2ccccc2)C1=O. The product is O=C(CN1CCCC(c2ccccc2)C1=O)N1CCN(C(c2ccc(F)cc2)c2ccc(F)cc2)CC1. Reaction SMILES: [CH2:40]([N:41]=[C:42]=[N:43][CH2:44][CH2:45][CH2:46][N:47]([CH3:48])[CH3:49])[CH3:50].[Cl:51][CH2:52][Cl:53].[ClH:39].[F:18][c:19]1[cH:20][cH:21][c:22]([CH:25]([N:26]2[CH2:27][CH2:28][NH:29][CH2:30][CH2:31]2)[c:32]2[cH:33][cH:34][c:35]([F:38])[cH:36][cH:37]2)[cH:23][cH:24]1.[O:1]=[C:2]1[N:3]([CH2:14][C:15](=[O:16])[OH:17])[CH2:4][CH2:5][CH2:6][CH:7]1[c:8]1[cH:9][cH:10][cH:11][cH:12][cH:13]1>>[O:1]=[C:2]1[N:3]([CH2:14][C:15](=[O:17])[N:29]2[CH2:28][CH2:27][N:26]([CH:25]([c:22]3[cH:21][cH:20][c:19]([F:18])[cH:24][cH:23]3)[c:32]3[cH:33][cH:34][c:35]([F:38])[cH:36][cH:37]3)[CH2:31][CH2:30]2)[CH2:4][CH2:5][CH2:6][CH:7]1[c:8]1[cH:9][cH:10][cH:11][cH:12][cH:13]1. Reactants: ClC1=C(C=CC=C1)C1=C(C=NC=C1)NCC1CC1 ([4-(2-chloro-phenyl)-pyridin-3-yl]-cyclopropylmethyl-amine), FC(C=1C=C(C(=O)Cl)C=C(C1)C(F)(F)F)(F)F (3,5-bis(trifluoromethyl)benzoyl chloride). The solvent is CCCCCCC.CCOC(=O)C (n-heptane EtOAc). Yields the product ClC1=C(C=CC=C1)C1=C(C=NC=C1)N(C(C1=CC(=CC(=C1)C(F)(F)F)C(F)(F)F)=O)CC1CC1 (N-[4-(2-Chloro-phenyl)-pyridin-3-yl]-N-cyclopropylmethyl-3,5-bis-trifluoromethyl-benzamide). As a reaction SMILES: [Cl:1][C:2]1[CH:7]=[CH:6][CH:5]=[CH:4][C:3]=1[C:8]1[CH:13]=[CH:12][N:11]=[CH:10][C:9]=1[NH:14][CH2:15][CH:16]1[CH2:18][CH2:17]1.[F:19][C:20]([F:35])([F:34])[C:21]1[CH:22]=[C:23]([CH:27]=[C:28]([C:30]([F:33])([F:32])[F:31])[CH:29]=1)[C:24](Cl)=[O:25]>CCCCCCC.CCOC(C)=O>[Cl:1][C:2]1[CH:7]=[CH:6][CH:5]=[CH:4][C:3]=1[C:8]1[CH:13]=[CH:12][N:11]=[CH:10][C:9]=1[N:14]([CH2:15][CH:16]1[CH2:17][CH2:18]1)[C:24](=[O:25])[C:23]1[CH:27]=[C:28]([C:30]([F:31])([F:32])[F:33])[CH:29]=[C:21]([C:20]([F:19])([F:34])[F:35])[CH:22]=1 |f:2.3|. Reported procedure: The title compound was prepared in analogy to example 72, intermediate, from [4-(2-chloro-phenyl)-pyridin-3-yl]-cyclopropylmethyl-amine and 3,5-bis(trifluoromethyl)benzoyl chloride (CAS RN 1271-19-8) and using a gradient of n-heptane:EtOAc (100:0 to 40:60) for the chromatographic purification. Light yellow oil (27%). MS (ESI): m/z=499.1005 [M+H]+.